This data is from the Open Reaction Database (ORD), a public repository of structured organic reaction records. The task is: describe an organic reaction: reactants, conditions, products, and yield Reactants: O=C(O)[C@@H](N)CC1=CC=C(O)C(O)=C1 (L-DOPA), S(=O)(Cl)Cl (thionyl chloride), CO (MeOH). Reaction conditions: time 8 hour. Yields the product Cl.COC([C@@H](N)CC1=CC(=C(C=C1)O)O)=O (3-(3,4-Dihydroxyphenyl)-L-alanine methyl ester hydrochloride). As a reaction SMILES: [O:1]=[C:2]([C@H:4]([CH2:6][C:7]1[CH:14]=[C:12]([OH:13])[C:10]([OH:11])=[CH:9][CH:8]=1)[NH2:5])[OH:3].S(Cl)([Cl:17])=O.[CH3:19]O>>[ClH:17].[CH3:19][O:1][C:2](=[O:3])[C@H:4]([CH2:6][C:7]1[CH:8]=[CH:9][C:10]([OH:11])=[C:12]([OH:13])[CH:14]=1)[NH2:5] |f:3.4|. Reported procedure: A solution of 1.97 g (10 mmol) of L-DOPA 15 in 100 ml of MeOH at 0° C. was added 6.57 ml (90 mmol) of thionyl chloride via addition funnel. The mixture was stirred overnight while the temperature was slowly warmed to room temperature. The solvent was evaporated and the thick oil was treated with toluene (3×15 ml) and evaporated. The yield of white solid was 3.26 g (100%); NMR (DMSQ-d6) δ 2.90 (m, 2H), 3.38 (bs, 2H), 3.61 (s, 3H), 4.08 (m, 1H), 6.40 (d, 1H, J=7 Hz), 6.59 (s, 1H), 6.65(d, 2H, J=7 ...